Dataset: the Open Reaction Database (ORD), a public repository of structured organic reaction records. Task: describe an organic reaction: reactants, conditions, products, and yield Reactants: NC1=NC2=CC=C(C=C2C(=N1)OCC1CC1)Br (2-amino-6-bromo-4-(cyclopropyl-methoxy)-quinazoline), C(C)(=O)NC1=CC=C(C=C1)B(O)O (4-acetamido-phenylboronic acid), FC1=CC=C(C=C1)C=1C=C2C(=NC=NC2=CC1)O (6-(4-fluorophenyl)-4-hydroxy-quinazoline). Product: NC1=NC2=CC=C(C=C2C(=N1)OCC1CC1)C1=CC=C(C=C1)NC(C)=O (2-amino-6-(4-acetamidophenyl)-4-(cyclopropyl-methoxy)-quinazoline). The yield is 86.0%. RXN SMILES: [NH2:1][C:2]1[N:11]=[C:10]([O:12][CH2:13][CH:14]2[CH2:16][CH2:15]2)[C:9]2[C:4](=[CH:5][CH:6]=[C:7](Br)[CH:8]=2)[N:3]=1.[C:18]([NH:21][C:22]1[CH:27]=[CH:26][C:25](B(O)O)=[CH:24][CH:23]=1)(=[O:20])[CH3:19].FC1C=CC(C2C=C3C(=CC=2)N=CN=C3O)=CC=1>>[NH2:1][C:2]1[N:11]=[C:10]([O:12][CH2:13][CH:14]2[CH2:16][CH2:15]2)[C:9]2[C:4](=[CH:5][CH:6]=[C:7]([C:25]3[CH:26]=[CH:27][C:22]([NH:21][C:18](=[O:20])[CH3:19])=[CH:23][CH:24]=3)[CH:8]=2)[N:3]=1. Procedure: This compound, synthesized from 2-amino-6-bromo-4-(cyclopropyl-methoxy)-quinazoline and 4-acetamido-phenylboronic acid in 86% yield using the procedure described for the synthesis of 6-(4-fluorophenyl)-4-hydroxy-quinazoline, was characterized by its mass spectrum as follows: MS (m/z): 349 ([M+H]+, 100). Reactants: ClC=1C=C2C=C(NC2=CC1)CC (5-Chloro-2-ethylindole), ice, CN(C=C[N+](=O)[O-])C (1-(dimethylamino)-2-nitroethylene). Solvent: CCOC(=O)C.CCOCC (EtOAc Et2O), FC(C(=O)O)(F)F (trifluoroacetic acid). Reaction conditions: time 0.5 hour. Yields the product ClC=1C=C2C(=C(NC2=CC1)CC)\C=C\[N+](=O)[O-] ((E)-5-Chloro-2-ethyl-3-(2-nitroethenyl)-1H-indole). RXN SMILES: [Cl:1][C:2]1[CH:3]=[C:4]2[C:8](=[CH:9][CH:10]=1)[NH:7][C:6]([CH2:11][CH3:12])=[CH:5]2.CN(C)[CH:15]=[CH:16][N+:17]([O-:19])=[O:18]>FC(F)(F)C(O)=O.CCOC(C)=O.CCOCC>[Cl:1][C:2]1[CH:3]=[C:4]2[C:8](=[CH:9][CH:10]=1)[NH:7][C:6]([CH2:11][CH3:12])=[C:5]2/[CH:15]=[CH:16]/[N+:17]([O-:19])=[O:18] |f:3.4|. Procedure details: The indole 3 (5 mmol) was added to a stirred ice-cooled solution of 1-(dimethylamino)-2-nitroethylene (0.58 g, 5 mmol) in trifluoroacetic acid (5 mL). The mixture was stirred at room temperature under N2, for 0.5 h and then poured onto ice water. The aqueous solution was extracted with ethyl acetate, the combined organic layers were washed with a saturated NaHCO3 solution and then with water. After drying over Na2SO4, the solvent was evaporated under reduced pressure to give a crude orange solid... Reagents/catalysts: [Cl-].[Cl-].[Cl-].[Ti+3] (titanium trichloride). Reaction SMILES: [F:1][C:2]1[CH:3]=[C:4]([N:9]2[CH2:14][CH2:13][N:12]([CH2:15][C:16]3[CH:21]=[CH:20][C:19]([N+:22]([O-])=O)=[CH:18][CH:17]=3)[CH2:11][CH2:10]2)[CH:5]=[C:6]([F:8])[CH:7]=1>[Cl-].[Cl-].[Cl-].[Ti+3]>[F:1][C:2]1[CH:3]=[C:4]([N:9]2[CH2:14][CH2:13][N:12]([CH2:15][C:16]3[CH:21]=[CH:20][C:19]([NH2:22])=[CH:18][CH:17]=3)[CH2:11][CH2:10]2)[CH:5]=[C:6]([F:8])[CH:7]=1 |f:1.2.3.4|. Starting materials: FC=1C=C(C=C(C1)F)N1CCN(CC1)CC1=CC=C(C=C1)[N+](=O)[O-] (1-(3,5-difluorophenyl)-4-(p-nitrobenzyl)piperazine). Reported procedure: In the manner given in Example 1B, 1-(3,5-difluorophenyl)-4-(p-nitrobenzyl)piperazine is reduced with aqueous titanium trichloride to give 1-(3,5-difluorophenyl)-4-[(4-aminophenyl)methyl-]piperazine. Product: FC=1C=C(C=C(C1)F)N1CCN(CC1)CC1=CC=C(C=C1)N (1-(3,5-difluorophenyl)-4-[(4-aminophenyl)methyl-]piperazine). Starting materials: [Li+].CC(C)[N-]C(C)C (LDA), C(C)=O (Acetaldehyde), [NH4+].[Cl-] (NH4Cl), BrC=1C=NC=C(C1)Br (3,5-dibromo-pyridine). Run in C1CCOC1 (THF), C1CCOC1 (THF), C1CCOC1 (THF). Conditions: temperature -78 celsius, time 2 hour. Yields the product BrC=1C=NC=C(C1C(C)O)Br (1-(3,5-dibromo-pyridin-4-yl)-ethanol). Yield: 67.0%. As a reaction SMILES: [Br:1][C:2]1[CH:3]=[N:4][CH:5]=[C:6]([Br:8])[CH:7]=1.[Li+].CC([N-]C(C)C)C.[CH:17](=[O:19])[CH3:18].[NH4+].[Cl-]>C1COCC1>[Br:1][C:2]1[CH:3]=[N:4][CH:5]=[C:6]([Br:8])[C:7]=1[CH:17]([OH:19])[CH3:18] |f:1.2,4.5|. Procedure: To a cooled (−78° C.) solution of 3,5-dibromo-pyridine (2.0 g, 8.4 mmol) in dry THF (80 mL) is added LDA in THF solution (2M; 5.1 mL, 10.1 mmol) and the mixture is stirred at −78° C. for 2 h. Acetaldehyde in THF solution (5M; 3.4 mL, 16.9 mmol) is added and the mixture is stirred at −78° C. for 30 min, then at room temperature for 16 h. Saturated aqueous NH4Cl solution is added and the mixture is extracted with EtOAc. The organic layers are combined and concentrated to give the crude product. Pu... Starting materials: C(O)([O-])=O.[Na+] (sodium hydrogencarbonate), C(C)(=O)OCC (Ethyl acetate), Cl.C(C1=CN=CC=C1)Cl (nicotinyl chloride hydrochloride), O1COC2=C1C=CC(=C2)CCSSCCO (2-[{2-(1,3-Benzodioxol-5-yl)ethyl}dithio]ethanol), ice water. Solvent: N1=CC=CC=C1 (pyridine), C1=CC=CC=C1 (benzene). Product: C(C1=CN=CC=C1)(=O)OCCSSCCC1=CC2=C(OCO2)C=C1 (2-[{2-(1,3-Benzodioxol-5-yl)ethyl}dithio]ethyl nicotinate). RXN SMILES: [O:1]1[C:5]2[CH:6]=[CH:7][C:8]([CH2:10][CH2:11][S:12][S:13][CH2:14][CH2:15][OH:16])=[CH:9][C:4]=2[O:3][CH2:2]1.Cl.[CH2:18](Cl)[C:19]1[CH:24]=[CH:23][CH:22]=[N:21][CH:20]=1.C(=O)([O-])[OH:27].[Na+].C(OCC)(=O)C>N1C=CC=CC=1.C1C=CC=CC=1>[C:18]([O:16][CH2:15][CH2:14][S:13][S:12][CH2:11][CH2:10][C:8]1[CH:7]=[CH:6][C:5]2[O:1][CH2:2][O:3][C:4]=2[CH:9]=1)(=[O:27])[C:19]1[CH:24]=[CH:23][CH:22]=[N:21][CH:20]=1 |f:1.2,3.4|. Procedure details: 4 g of the 2-[{2-(1,3-benzodioxol-5-yl)ethyl}dithio]ethanol prepared in Example 1 was dissolved in a mixture comprising 20 ml of pyridine and 50 ml of benzene to obtain a solution. 4 g of nicotinyl chloride hydrochloride was added to the solution. The obtained mixture was heated under reflux for 2 hours and poured into ice/water. The obtained mixture was weekly basified with sodium hydrogencarbonate. Ethyl acetate was added to the mixture to carry out the phase separation. The ethyl acetate laye... The reactants are C(C)(C)C1=CC=C(C=O)C=C1 (4-isopropylbenzaldehyde), O (Water), CCCCCC.C(CCC)[Li] (n-butyllithium hexane), C(C1=CC=CC=C1)OC1=C(C=CC=C1)Br (1-benzyloxy-2-bromobenzene). Solvent: C1CCOC1 (THF), C1CCOC1 (THF). Conditions: time 30 minute. Product: C(C1=CC=CC=C1)OC1=C(C=CC=C1)C(O)C1=CC=C(C=C1)C(C)C ((2-Benzyloxyphenyl)-(4-isopropyl-phenyl)methanol). Isolated yield 83.4%. RXN SMILES: CCCCCC.C([Li])CCC.[CH2:12]([O:19][C:20]1[CH:25]=[CH:24][CH:23]=[CH:22][C:21]=1Br)[C:13]1[CH:18]=[CH:17][CH:16]=[CH:15][CH:14]=1.[CH:27]([C:30]1[CH:37]=[CH:36][C:33]([CH:34]=[O:35])=[CH:32][CH:31]=1)([CH3:29])[CH3:28].O>C1COCC1>[CH2:12]([O:19][C:20]1[CH:25]=[CH:24][CH:23]=[CH:22][C:21]=1[CH:34]([C:33]1[CH:36]=[CH:37][C:30]([CH:27]([CH3:29])[CH3:28])=[CH:31][CH:32]=1)[OH:35])[C:13]1[CH:18]=[CH:17][CH:16]=[CH:15][CH:14]=1 |f:0.1|. Procedure details: In a nitrogen stream, an n-butyllithium hexane solution (2.44 M, 5.14 mL) was added dropwise to a solution of 1-benzyloxy-2-bromobenzene (3.0 g, 11.4 mmol) in THF (114 mL) at −78° C. and the reaction mixture was stirred at the same temperature for 30 minutes. To this solution, a solution of 4-isopropylbenzaldehyde (1.41 g, 9.49 mmol) in THF (38 mL) was added dropwise at −78° C. The reaction mixture was stirred at the same temperature for one hour and furthermore at 0° C. for one hour. Water was ... Starting materials: O=C([O-])[O-], C1COCCO1, Clc1nc(Cl)nc(NC2CCc3ccccc32)n1, Cl, [K+], [K+], NC1CC(CO)C(O)C1O. Yields the product OCC1CC(Nc2nc(Cl)nc(NC3CCc4ccccc43)n2)C(O)C1O. As a reaction SMILES: [C:30](=[O:31])([O-:32])[O-:33].[CH2:36]1[O:37][CH2:38][CH2:39][O:40][CH2:41]1.[Cl:1][c:2]1[n:3][c:4]([NH:9][CH:10]2[CH2:11][CH2:12][c:13]3[cH:14][cH:15][cH:16][cH:17][c:18]32)[n:5][c:6]([Cl:8])[n:7]1.[ClH:19].[K+:34].[K+:35].[NH2:20][CH:21]1[CH:22]([OH:29])[CH:23]([OH:28])[CH:24]([CH2:26][OH:27])[CH2:25]1>>[c:2]1([NH:20][CH:21]2[CH:22]([OH:29])[CH:23]([OH:28])[CH:24]([CH2:26][OH:27])[CH2:25]2)[n:3][c:4]([NH:9][CH:10]2[CH2:11][CH2:12][c:13]3[cH:14][cH:15][cH:16][cH:17][c:18]32)[n:5][c:6]([Cl:8])[n:7]1. Reactants: NC=1C=C2C[C@]3(C(NC4=NC=CC=C43)=O)CC2=CC1I ((2S)-5-amino-6-iodo-1,3-dihydrospiro[indene-2,3′-pyrrolo[2,3-b]pyridin]-2′(1′H)-one), CN(C)C=O (DMF). The reagents and catalysts are [Zn] (zinc), [C-]#N.[Zn+2].[C-]#N (zinc cyanide), CC(C)([P](C(C)(C)C)([Pd][P](C(C)(C)C)(C(C)(C)C)C(C)(C)C)C(C)(C)C)C (bis(tri-t-butylphosphine)palladium). Run in O (H2O). Conditions: temperature 80 celsius. Yields the product NC1=C(C=C2C[C@@]3(C(NC4=NC=CC=C43)=O)CC2=C1)C#N ((2R)-6-Amino-2′-oxo-1,1′,2′,3-tetrahydrospiro[indene-2,3′-pyrrolo[2,3-b]pyridine]-5-carbonitrile). RXN SMILES: [NH2:1][C:2]1[CH:3]=[C:4]2[C:17](=[CH:18][C:19]=1I)[CH2:16][C@:6]1([C:14]3[C:9](=[N:10][CH:11]=[CH:12][CH:13]=3)[NH:8][C:7]1=[O:15])[CH2:5]2.[CH3:21][N:22](C=O)C>O.[Zn].[C-]#N.[Zn+2].[C-]#N.CC(C)([P](C(C)(C)C)([Pd][P](C(C)(C)C)(C(C)(C)C)C(C)(C)C)C(C)(C)C)C>[NH2:1][C:2]1[CH:3]=[C:4]2[C:17]([CH2:16][C@@:6]3([CH2:5]2)[C:14]2[C:9](=[N:10][CH:11]=[CH:12][CH:13]=2)[NH:8][C:7]3=[O:15])=[CH:18][C:19]=1[C:21]#[N:22] |f:4.5.6,^1:35,41|. Procedure: To a suspension of (2S)-5-amino-6-iodo-1,3-dihydrospiro[indene-2,3′-pyrrolo[2,3-b]pyridin]-2′(1′H)-one from Step A (750 mg, 1.99 mmol), zinc dust (15.6 mg, 0.24 mmol) and zinc cyanide (467 mg, 3.98 mmol) in DMF (3.4 mL) at ambient temperature was added bis(tri-t-butylphosphine)palladium (102 mg, 0.199 mmol). The reaction mixture was heated at 80° C. for 2 h, diluted with H2O, and extracted with EtOAc (3×). The combined organic layers were filtered through a plug of Celite, dried over MgSO4, filt... Reactants: CC(C)(C)OC(=O)N1CCC(=O)CC1, C1CCNC1, C1CCCCC1, Cc1ccc(S(=O)(=O)O)cc1. The product is CC(C)(C)OC(=O)N1CC=C(N2CCCC2)CC1. Reaction SMILES: [C:1](=[O:2])([O:3][C:4]([CH3:5])([CH3:6])[CH3:7])[N:8]1[CH2:9][CH2:10][C:11](=[O:14])[CH2:12][CH2:13]1.[CH2:15]1[CH2:16][CH2:17][NH:18][CH2:19]1.[CH2:31]1[CH2:32][CH2:33][CH2:34][CH2:35][CH2:36]1.[CH3:20][c:21]1[cH:22][cH:23][c:24]([S:25]([OH:26])(=[O:27])=[O:28])[cH:29][cH:30]1>>[C:1](=[O:2])([O:3][C:4]([CH3:5])([CH3:6])[CH3:7])[N:8]1[CH2:9][CH2:10][C:11]([N:18]2[CH2:17][CH2:16][CH2:15][CH2:19]2)=[CH:12][CH2:13]1. Starting materials: FC(CN(C(C1=CC(=NC(=C1)C(F)(F)F)C(F)(F)F)=O)C=1C=NC=CC1C1=C(C=C(C=C1)F)OC)F (N-(2,2-Difluoro-ethyl)-N-[4-(4-fluoro-2-methoxy-phenyl)-pyridin-3-yl]-2,6-bis-trifluoromethyl-isonicotinamide), FC(CN(C(C1=CC(=NC(=C1)C(F)(F)F)C(F)(F)F)=O)C=1C=NC=CC1C1=C(C=C(C=C1)F)OC)F (N-(2,2-Difluoro-ethyl)-N-[4-(4-fluoro-2-methoxy-phenyl)-pyridin-3-yl]-2,6-bis-trifluoromethyl-isonicotinamide), FC1=CC(=C(C=C1F)B(O)O)OC (4,5-difluoro-2-methoxyphenylboronic acid). Run in CCCCCCC.CCOC(=O)C (n-heptane EtOAc). Yields the product FC(CNC=1C=NC=CC1C1=C(C=C(C(=C1)F)F)OC)F ((2,2-Difluoro-ethyl)-[4-(4,5-difluoro-2-methoxy-phenyl)-pyridin-3-yl]-amine). As a reaction SMILES: [F:1][CH:2]([F:36])[CH2:3][N:4]([C:21]1[CH:22]=[N:23][CH:24]=[CH:25][C:26]=1[C:27]1[CH:32]=[CH:31][C:30]([F:33])=[CH:29][C:28]=1[O:34][CH3:35])C(=O)C1C=C(C(F)(F)F)N=C(C(F)(F)F)C=1.[F:37]C1C(F)=CC(B(O)O)=C(OC)C=1>CCCCCCC.CCOC(C)=O>[F:1][CH:2]([F:36])[CH2:3][NH:4][C:21]1[CH:22]=[N:23][CH:24]=[CH:25][C:26]=1[C:27]1[CH:32]=[C:31]([F:37])[C:30]([F:33])=[CH:29][C:28]=1[O:34][CH3:35] |f:2.3|. Reported procedure: The title compound was prepared in analogy to example 72, from (2,2-difluoro-ethyl)-(4-iodo-pyridin-3-yl)-amine (example 153, intermediate b) and 4,5-difluoro-2-methoxyphenylboronic acid (CAS RN 870777-32-5) and using a gradient of n-heptane:EtOAc (100:0 to 50:50) for the chromatographic purification. Light brown solid (73%). MS (ESI): m/z=301.10 [M+H]+.